From a dataset of the Open Reaction Database (ORD), a public repository of structured organic reaction records. describe an organic reaction: reactants, conditions, products, and yield The reactants are COCC1N(CCN(C1)C1=C(C=NC=C1)[N+](=O)[O-])C (2-(methoxymethyl)-1-methyl-4-(3-nitropyridin-4-yl)piperazine), [H][H] (hydrogen). The reagents and catalysts are [Pd] (Pd). Run in CO (methanol). Product: COCC1CN(CCN1C)C1=C(C=NC=C1)N (4-(3-(methoxymethyl)-4-methylpiperazin-1-yl)pyridin-3-amine). Reaction SMILES: [CH3:1][O:2][CH2:3][CH:4]1[CH2:9][N:8]([C:10]2[CH:15]=[CH:14][N:13]=[CH:12][C:11]=2[N+:16]([O-])=O)[CH2:7][CH2:6][N:5]1[CH3:19].[H][H]>CO.[Pd]>[CH3:1][O:2][CH2:3][CH:4]1[N:5]([CH3:19])[CH2:6][CH2:7][N:8]([C:10]2[CH:15]=[CH:14][N:13]=[CH:12][C:11]=2[NH2:16])[CH2:9]1. Reported procedure: To a solution of 2-(methoxymethyl)-1-methyl-4-(3-nitropyridin-4-yl)piperazine (84 mg, 0.3.1 mmol) in methanol was added Pd on C (10%, wet, Degussa) (10 mg) and the reaction mixture was stirred overnight at room temperature under a balloon of hydrogen. The catalyst was filtered off and the filtrate was concentrated under reduced pressure to yield 4-(3-(methoxymethyl)-4-methylpiperazin-1-yl)pyridin-3-amine as a film. (72 mg, 96%). MS (ES+) 267.1. The reactants are C1(CC1)CN(C1=CC(=NC=N1)C(=O)NC1=CC2=CN(N=C2C=C1)CC(=O)OCC)CCC (ethyl {5-[({6-[(cyclopropylmethyl)(propyl)amino]pyrimidin-4-yl}carbonyl)amino]-2H-indazol-2-yl}acetate), [OH-].[Na+] (NaOH), Cl (HCl), O (water). The solvent is C(C)O (ethanol). Reaction conditions: time 2 hour. Product: C1(CC1)CN(C1=CC(=NC=N1)C(=O)NC1=CC2=CN(N=C2C=C1)CC(=O)O)CCC ({5-[({6-[(cyclopropylmethyl)(propyl)amino]pyrimidin-4-yl}carbonyl)amino]-2H-indazol-2-yl}acetic Acid). As a reaction SMILES: [CH:1]1([CH2:4][N:5]([CH2:30][CH2:31][CH3:32])[C:6]2[N:11]=[CH:10][N:9]=[C:8]([C:12]([NH:14][C:15]3[CH:23]=[CH:22][C:21]4[C:17](=[CH:18][N:19]([CH2:24][C:25]([O:27]CC)=[O:26])[N:20]=4)[CH:16]=3)=[O:13])[CH:7]=2)[CH2:3][CH2:2]1.[OH-].[Na+].O.Cl>C(O)C>[CH:1]1([CH2:4][N:5]([CH2:30][CH2:31][CH3:32])[C:6]2[N:11]=[CH:10][N:9]=[C:8]([C:12]([NH:14][C:15]3[CH:23]=[CH:22][C:21]4[C:17](=[CH:18][N:19]([CH2:24][C:25]([OH:27])=[O:26])[N:20]=4)[CH:16]=3)=[O:13])[CH:7]=2)[CH2:3][CH2:2]1 |f:1.2|. Procedure: A solution of ethyl {5-[({6-[(cyclopropylmethyl)(propyl)amino]pyrimidin-4-yl}carbonyl)amino]-2H-indazol-2-yl}acetate (Example 120, 90 mg; 0.20 mmol) in ethanol (10 ml) was treated with 10% NaOH solution (5 ml). After stirring at RT for 2 hours the solvent was reduced in vacuo to one quarter of its original volume and water (20 ml) added. The mixture was acidified with dilute HCl and the solid removed by filtration, washed with water and dried to give the title compound as a yellow solid. Run in C(Cl)Cl (methylene chloride), C(Cl)Cl (methylene chloride), ice water. Procedure details: A 1 molar solution of boron tribromide in methylene chloride (15 mL, 15 mmol) is added to a solution of 3-(o-methoxyphenyl)-5-nitro-1,2-benzisoxazole (1.96 g, 7.25 mmol) in methylene chloride at 0° C. The reaction mixture is warmed to and stirred at room temperature for 2 hours and diluted with an ice/water mixture. The phases are separated and the aqueous phase is extracted with methylene chloride. The organic phase and methylene chloride extracts are combined, dried over anhydrous sodium sulfa... Run at time 2 hour. Yields the product [N+](=O)([O-])C=1C=CC2=C(C(=NO2)C2=C(C=CC=C2)O)C1 (o-(5-Nitro-1,2-benzisoxazol-3-yl)phenol). Reactants: solution, B(Br)(Br)Br (boron tribromide), COC1=C(C=CC=C1)C1=NOC2=C1C=C(C=C2)[N+](=O)[O-] (3-(o-methoxyphenyl)-5-nitro-1,2-benzisoxazole). RXN SMILES: B(Br)(Br)Br.C[O:6][C:7]1[CH:12]=[CH:11][CH:10]=[CH:9][C:8]=1[C:13]1[C:17]2[CH:18]=[C:19]([N+:22]([O-:24])=[O:23])[CH:20]=[CH:21][C:16]=2[O:15][N:14]=1>C(Cl)Cl>[N+:22]([C:19]1[CH:20]=[CH:21][C:16]2[O:15][N:14]=[C:13]([C:8]3[CH:9]=[CH:10][CH:11]=[CH:12][C:7]=3[OH:6])[C:17]=2[CH:18]=1)([O-:24])=[O:23].